Dataset: the Open Reaction Database (ORD), a public repository of structured organic reaction records. Task: describe an organic reaction: reactants, conditions, products, and yield The reactants are O=C1CCC(=O)N1Br, COc1ncc(CBr)cc1Br, CC(C)(C#N)N=NC(C)(C)C#N, O, c1ccccc1. The product is COc1ncc(C(Br)Br)cc1Br. Reaction SMILES: [Br:12][N:13]1[C:14](=[O:15])[CH2:16][CH2:17][C:18]1=[O:19].[Br:1][c:2]1[c:3]([O:10][CH3:11])[n:4][cH:5][c:6]([CH2:8][Br:9])[cH:7]1.[N:20]#[C:21][C:22]([N:23]=[N:24][C:25]([C:26]#[N:27])([CH3:28])[CH3:29])([CH3:30])[CH3:31].[OH2:38].[cH:32]1[cH:33][cH:34][cH:35][cH:36][cH:37]1>>[Br:1][c:2]1[c:3]([O:10][CH3:11])[n:4][cH:5][c:6]([CH:8]([Br:9])[Br:12])[cH:7]1. Starting materials: CCOC(C)=O, CN, CCO, CCOC(=O)Cn1nnnc1S. The product is CNC(=O)Cn1nnnc1S. Reaction SMILES: [CH3:13][CH2:14][O:15][C:16](=[O:17])[CH3:18].[CH3:19][NH2:20].[CH3:21][CH2:22][OH:23].[SH:1][c:2]1[n:3][n:4][n:5][n:6]1[CH2:7][C:8]([O:10][CH2:9][CH3:11])=[O:12]>>[SH:1][c:2]1[n:3][n:4][n:5][n:6]1[CH2:7][C:8](=[O:10])[NH:20][CH3:19]. Reactants: SCCS, CCCCC(=O)c1cc(OC)cc(OC)c1, ClCCl. Product: CCCCC1(c2cc(OC)cc(OC)c2)SCCS1. Reaction SMILES: [CH2:17]([CH2:18][SH:19])[SH:20].[CH3:1][O:2][c:3]1[cH:4][c:5]([C:11]([CH2:12][CH2:13][CH2:14][CH3:15])=[O:16])[cH:6][c:7]([O:9][CH3:10])[cH:8]1.[Cl:21][CH2:22][Cl:23]>>[CH3:1][O:2][c:3]1[cH:4][c:5]([C:11]2([CH2:12][CH2:13][CH2:14][CH3:15])[S:19][CH2:18][CH2:17][S:20]2)[cH:6][c:7]([O:9][CH3:10])[cH:8]1. Starting materials: CC(=O)CC(=O)OC(C)(C)C, Cc1ccccc1, OCC1CO1. The product is CC(=O)CC(=O)OCC1CO1. Reaction SMILES: [C:6]([CH2:7][C:8](=[O:9])[CH3:10])(=[O:11])[O:12][C:13]([CH3:14])([CH3:15])[CH3:16].[CH3:17][c:18]1[cH:19][cH:20][cH:21][cH:22][cH:23]1.[CH:1]1([CH2:2][OH:3])[CH2:4][O:5]1>>[CH:1]1([CH2:2][O:3][C:6]([CH2:7][C:8](=[O:9])[CH3:10])=[O:11])[CH2:4][O:5]1. The reactants are C(C)(C)N=C=O (isopropyl isocyanate), [N+](=O)([O-])C=1CN(C2=CC=CC=C2C1)NCC(C)(N)C (N1-(3-nitroquinolin-1-yl)-2-methylpropane-1,2-diamine), C(C)(C)N=C=O (isopropyl isocyanate), C(C)(C)N=C=O (Isopropyl isocyanate). Isolated yield 99.4%. Reported procedure: Under a nitrogen atmosphere, a suspension of N1-(3-nitroquinolin-1-yl)-2-methylpropane-1,2-diamine (60.0 g, 231 mmol) in dichloromethane (1.0 L) was chilled in an ice bath. Isopropyl isocyanate (23.8 mL, 242 mmol) was added dropwise over a period of 10 minutes. The reaction was allowed to slowly warm to room temperature. After 17 hours additional isopropyl isocyanate (about 2 mL) was added. After an additional 3 hours more isopropyl isocyanate (1 mL) was added. After 2 more hours the reaction mi... Yields the product CC(CNN1CC(=CC2=CC=CC=C12)[N+](=O)[O-])(C)NC(=O)NC(C)C (1-{1,1-dimethyl-2-[(3-nitroquinolin-1-yl)amino]ethyl}-3-(1-methylethyl)urea). Reaction SMILES: [N+:1]([C:4]1[CH2:5][N:6]([NH:14][CH2:15][C:16]([CH3:19])([NH2:18])[CH3:17])[C:7]2[C:12]([CH:13]=1)=[CH:11][CH:10]=[CH:9][CH:8]=2)([O-:3])=[O:2].[CH:20]([N:23]=[C:24]=[O:25])([CH3:22])[CH3:21]>ClCCl>[CH3:17][C:16]([NH:18][C:24]([NH:23][CH:20]([CH3:22])[CH3:21])=[O:25])([CH3:19])[CH2:15][NH:14][N:6]1[C:7]2[C:12](=[CH:11][CH:10]=[CH:9][CH:8]=2)[CH:13]=[C:4]([N+:1]([O-:3])=[O:2])[CH2:5]1. The solvent is ClCCl (dichloromethane). Starting materials: Cl.C(#N)C1=CC(=C(CON)C=C1)OCC (O-(4-cyano-2-ethoxybenzyl)hydroxyamine hydrochloride), CO (methanol), C=O (formaldehyde). Solvent: O (Water), O (water). Conditions: time 2 hour. Yields the product C(#N)C1=CC(=C(CON)C=C1)OCC.C=O (O-(4-cyano-2-ethoxybenzyl)hydroxyamine formaldehyde). Yield: 96.0%. Reaction SMILES: Cl.[C:2]([C:4]1[CH:12]=[CH:11][C:7]([CH2:8][O:9][NH2:10])=[C:6]([O:13][CH2:14][CH3:15])[CH:5]=1)#[N:3].[CH3:16][OH:17].C=O>O>[C:2]([C:4]1[CH:12]=[CH:11][C:7]([CH2:8][O:9][NH2:10])=[C:6]([O:13][CH2:14][CH3:15])[CH:5]=1)#[N:3].[CH2:16]=[O:17] |f:0.1,5.6|. Procedure details: O-(4-cyano-2-ethoxybenzyl)hydroxyamine hydrochloride (19-1, 2.7 g, 0.012 mol), methanol (20 ml) and water (20 ml) were charged, and a 36% formaldehyde aqueous solution was added to this, and the mixture was stirred at room temperature for 2.0 hours. Water was added to the mixture and the mixture was extracted with ethyl acetate. The resulted ethyl acetate layer was dried over anhydrous magnesium sulfate, then, the solvent was distilled off under reduce pressure. This was purified by silica gel c...